Dataset: the Open Reaction Database (ORD), a public repository of structured organic reaction records. Task: describe an organic reaction: reactants, conditions, products, and yield Starting materials: COC([C@@H](NC(CC1CC1)=O)C)=O (N-(cyclopropylacetyl)-L-alanine methyl ester). Solvent: CO.ClCCl (methanol dichloromethane). Yields the product C1(CC1)CC(=O)N[C@@H](C)C(=O)O (N-(Cyclopropylacetyl)-L-alanine). RXN SMILES: C[O:2][C:3](=[O:13])[C@H:4]([CH3:12])[NH:5][C:6](=[O:11])[CH2:7][CH:8]1[CH2:10][CH2:9]1>CO.ClCCl>[CH:8]1([CH2:7][C:6]([NH:5][C@H:4]([C:3]([OH:13])=[O:2])[CH3:12])=[O:11])[CH2:10][CH2:9]1 |f:1.2|. Procedure details: Following General Procedure II-A above using N-(cyclopropylacetyl)-L-alanine methyl ester (from Step A), the title compound was prepared as an oil. The reaction was monitored by tlc on silica get (Rf=0.27 in 10% methanol/dichloromethane). Reactants: C1[C@H](O[C@H](S1)CO)N2C=CC(=NC2=O)N.C(C(=O)[O-])(=O)[O-] (Lamivudine oxalate), C(C)O (ethanol). Solvent: C(C)N(CC)CC (triethylamine). Conditions: time 0.5 hour. Yields the product C1[C@H](O[C@H](S1)CO)N2C=CC(=NC2=O)N (Lamivudine). RXN SMILES: [CH2:1]1[S:5][C@H:4]([CH2:6][OH:7])[O:3][C@@H:2]1[N:8]1[C:13](=[O:14])[N:12]=[C:11]([NH2:15])[CH:10]=[CH:9]1.C([O-])(=O)C([O-])=O.C(O)C>C(N(CC)CC)C>[CH2:1]1[S:5][C@H:4]([CH2:6][OH:7])[O:3][C@@H:2]1[N:8]1[C:13](=[O:14])[N:12]=[C:11]([NH2:15])[CH:10]=[CH:9]1 |f:0.1|. Procedure: Specifically, Lamivudine oxalate is added to ethanol, and an amount of triethylamine is added thereto at the temperature of 40˜45° C. for 0.5 hr, and stirred for 4 h at the same temperature. The mixture is centrifuged at room temperature, and a product is dried under vacuum at the temperature of 40˜45° C. to obtain Lamivudine crystal. Solvent: C(Cl)Cl (CH2Cl2). Procedure: Ethyl (2S)-2-(tert-butoxy)-2-{2-[({4-fluoro-2-[(1,1,1-trifluoropent-4-en-2-yl)oxy]phenyl}m ethoxy)methyl]-5-methyl-7-[4-methyl-4-(prop-2-en-1-yloxy)piperidin-1-yl]pyrazolo[1,5-a]pyrimidin-6-yl}acetate (90 mg, 0.125 mmol) was dissolved in 70 mL of CH2Cl2. To this was added [1,3-bis-(2,4,6-trimethylphenyl)-2-imidazolidinylidene]dichloro(phenylmethylene)(tricyclohexylphosphine)ruthenium (21 mg, 0.025 mmol) and the resulting mixture stirred at reflux for 4 hours. The solvent was removed under vacuum... Product: C(C)(C)(C)O[C@H](C(=O)OCC)C1=C2N3CCC(OCC/C=C/C(OC4=CC(=CC=C4COCC4=NN2C(N=C1C)=C4)F)C(F)(F)F)(CC3)C (Ethyl (2S)-2-(tert-butoxy)-2-[(21E)-16-fluoro-4,26-dimethyl-20-(trifluoromethyl)-11,19,25-trioxa-1,5,7,8-tetraazapentacyclo[24.2.2.16,9.02,7.013,18]hentriaconta-2,4,6(31),8,13,15,17,21-octaen-3-yl]acetate). Reactants: C(C)(C)(C)O[C@H](C(=O)OCC)C=1C(=NC=2N(C1N1CCC(CC1)(OCC=C)C)N=C(C2)COCC2=C(C=C(C=C2)F)OC(C(F)(F)F)CC=C)C (Ethyl (2S)-2-(tert-butoxy)-2-{2-[({4-fluoro-2-[(1,1,1-trifluoropent-4-en-2-yl)oxy]phenyl}m ethoxy)methyl]-5-methyl-7-[4-methyl-4-(prop-2-en-1-yloxy)piperidin-1-yl]pyrazolo[1,5-a]pyrimidin-6-yl}acetate), [BH4-].[Na+] (NaBH4). RXN SMILES: [C:1]([O:5][C@@H:6]([C:12]1[C:13]([CH3:51])=[N:14][C:15]2[N:16]([N:29]=[C:30]([CH2:32][O:33][CH2:34][C:35]3[CH:40]=[CH:39][C:38]([F:41])=[CH:37][C:36]=3[O:42][CH:43]([CH2:48]C=C)[C:44]([F:47])([F:46])[F:45])[CH:31]=2)[C:17]=1[N:18]1[CH2:23][CH2:22][C:21]([CH3:28])([O:24][CH2:25][CH:26]=[CH2:27])[CH2:20][CH2:19]1)[C:7]([O:9][CH2:10][CH3:11])=[O:8])([CH3:4])([CH3:3])[CH3:2].[BH4-].[Na+]>C(Cl)Cl.CC1C=C(C)C(N2C(=[Ru](Cl)(Cl)=CC3C=CC=CC=3)N(C3C(C)=CC(C)=CC=3C)CC2)=C(C)C=1.C1CCC(P(C2CCCCC2)C2CCCCC2)CC1>[C:1]([O:5][C@@H:6]([C:12]1[C:13]([CH3:51])=[N:14][C:15]2=[CH:31][C:30]3=[N:29][N:16]2[C:17]=1[N:18]1[CH2:23][CH2:22][C:21]([CH3:28])([O:24][CH2:25][CH2:26][CH:27]=[CH:48][CH:43]([C:44]([F:46])([F:45])[F:47])[O:42][C:36]2[C:35]([CH2:34][O:33][CH2:32]3)=[CH:40][CH:39]=[C:38]([F:41])[CH:37]=2)[CH2:20][CH2:19]1)[C:7]([O:9][CH2:10][CH3:11])=[O:8])([CH3:2])([CH3:3])[CH3:4] |f:1.2,4.5|. Reagents/catalysts: CC1=CC(=C(C(=C1)C)N2CCN(C2=[Ru](=CC3=CC=CC=C3)(Cl)Cl)C4=C(C=C(C=C4C)C)C)C.C1CCC(CC1)P(C2CCCCC2)C3CCCCC3 ([1,3-bis-(2,4,6-trimethylphenyl)-2-imidazolidinylidene]dichloro(phenylmethylene)(tricyclohexylphosphine)ruthenium), CC1=CC(=C(C(=C1)C)N2CCN(C2=[Ru](=CC3=CC=CC=C3)(Cl)Cl)C4=C(C=C(C=C4C)C)C)C.C1CCC(CC1)P(C2CCCCC2)C3CCCCC3 ([1,3-bis-(2,4,6-trimethylphenyl)-2-imidazolidinylidene]dichloro(phenylmethylene)(tricyclohexylphosphine)ruthenium). Isolated yield 70.4%.